This data is from the Open Reaction Database (ORD), a public repository of structured organic reaction records. The task is: describe an organic reaction: reactants, conditions, products, and yield Starting materials: CN (methylamine), C([O-])([O-])=O.[K+].[K+] (potassium carbonate), CN (Methylamine), Cl.Cl.ClCC=1N=C(SC1)CN(C)C (4-chloromethyl-2-dimethylaminomethylthiazole dihydrochloride), S1C=NC=C1 (thiazole), CN (methylamine), [N+](=O)([O-])C=C1SCCN1 (2-nitromethylenethiazolidine). The solvent is O (water), C(C)C(=O)C (methyl ethyl ketone), ClCCl (dichloromethane), C(C)C(=O)C (methyl ethyl ketone), O (water), C(C)#N (acetonitrile). Conditions: temperature 40 celsius. Product: CN/C(=C\[N+](=O)[O-])/NCCSCC1=CSC(=N1)CN(C)C (nizatidine). Yield: 76.8%. As a reaction SMILES: [N+:1]([CH:4]=[C:5]1[NH:9][CH2:8][CH2:7][S:6]1)([O-:3])=[O:2].CN.Cl.Cl.Cl[CH2:15][C:16]1[N:17]=[C:18]([CH2:21][N:22]([CH3:24])[CH3:23])[S:19][CH:20]=1.S1C=C[N:27]=[CH:26]1.C(=O)([O-])[O-].[K+].[K+]>O.C(C(C)=O)C.ClCCl.C(#N)C>[CH3:26][NH:27]/[C:5](/[NH:9][CH2:8][CH2:7][S:6][CH2:15][C:16]1[N:17]=[C:18]([CH2:21][N:22]([CH3:24])[CH3:23])[S:19][CH:20]=1)=[CH:4]\[N+:1]([O-:3])=[O:2] |f:2.3.4,6.7.8|. Procedure details: A mixture of 2-nitromethylenethiazolidine (12.6 g) and acetonitrile (21.5 ml) was stirred and heated at 40° C. under argon. Methylamine (20.0 g of a 40% w/w aqueous solution) was added slowly over 30 minutes to the reaction mixture at 40° C. The mixture was cooled at ambient temperature and further methylamine (23.6 g of 40% w/w aqueous solution) was added over 2.5 hours and a solution of 4-chloromethyl-2-dimethylaminomethylthiazole dihydrochloride (25.0 g) in water (30 ml) was added over 5.5 ho... The reactants are [H][H] (Hydrogen), Cl (hydrochloric acid), C(CCCCCC=C)N (7-octenamine), C(CCCCCC=C)=O (7-octen-1-al), N (ammonia), C(CCCCCC=C)N (7-octenamine), C(CCCCCC=C)=O (7-octen-1-al), condensation product, C(CCCCCC=C)=O (7-octen-1-al). Reagents/catalysts: [Ni] (Raney nickel). The solvent is O (water), C(C)O (ethanol). Run at temperature 35 celsius. The product is Cl.C(CCCCCC=C)N (7-octenamine hydrochloride), C(CCCCCC=C)=O (7-octen-1-al). As a reaction SMILES: [CH:1](=[O:9])[CH2:2][CH2:3][CH2:4][CH2:5][CH2:6][CH:7]=[CH2:8].N.[H][H].[CH2:13]([NH2:21])[CH2:14][CH2:15][CH2:16][CH2:17][CH2:18][CH:19]=[CH2:20].[ClH:22]>[Ni].O.C(O)C>[ClH:22].[CH2:13]([NH2:21])[CH2:14][CH2:15][CH2:16][CH2:17][CH2:18][CH:19]=[CH2:20].[CH:1](=[O:9])[CH2:2][CH2:3][CH2:4][CH2:5][CH2:6][CH:7]=[CH2:8] |f:8.9|. Procedure: A 100 ml autoclave with a magnetic stirrer was charged with 0.5 g of a Raney nickel catalyst (nickel content 53 weight %), 4 g of 7-octen-1-al, 20 g of ethanol, 4 g of water and 12 g of ammonia. Hydrogen was introduced into the autoclave at room temperature to 30 atmospheres. While maintaining the inside temperature at 35° C., the reaction was carried out with stirring. Approximately the theoretical amount of hydrogen was absorbed in 7 hours, when the reaction was stopped. The unreacted hydrogen... Reactants: C=CCc1c(C)noc1-c1ccc(-c2ccc(C3(C(=O)OCC)CC3)cc2)cc1, O=C(OO)c1cccc(Cl)c1, ClCCl. Yields the product CCOC(=O)C1(c2ccc(-c3ccc(-c4onc(C)c4CC4CO4)cc3)cc2)CC1. As a reaction SMILES: [CH2:12]([CH3:13])[O:14][C:15](=[O:16])[C:17]1([c:20]2[cH:21][cH:22][c:23](-[c:26]3[cH:27][cH:28][c:29](-[c:32]4[c:33]([CH2:38][CH:39]=[CH2:40])[c:34]([CH3:37])[n:35][o:36]4)[cH:30][cH:31]3)[cH:24][cH:25]2)[CH2:18][CH2:19]1.[Cl:1][c:2]1[cH:3][cH:4][cH:5][c:6]([C:7]([O:8][OH:10])=[O:9])[cH:11]1.[Cl:41][CH2:42][Cl:43]>>[O:9]1[CH:39]([CH2:38][c:33]2[c:32](-[c:29]3[cH:28][cH:27][c:26](-[c:23]4[cH:22][cH:21][c:20]([C:17]5([C:15]([O:14][CH2:12][CH3:13])=[O:16])[CH2:18][CH2:19]5)[cH:25][cH:24]4)[cH:31][cH:30]3)[o:36][n:35][c:34]2[CH3:37])[CH2:40]1. The reactants are CON1CN2C(C=NC3=C2N(C=C(C3=O)C)CCC)=C1 (8-methoxy-3-methyl-1-propyl-imidazo[1,5-a]pyrido[3,2-e]pyrazine-4-one), O=P(Cl)(Cl)Cl (POCl3), ice water. Run at time 1 hour. Product: ClC1=C(CN(C2=C1N=CC=1N2CN(C1)OC)CCC)C (4-chloro-8-methoxy-3-methyl-1-propyl-imidazo[1,5-a]pyrido[3,2-e]pyrazine). RXN SMILES: [CH3:1][O:2][N:3]1[CH:20]=[C:6]2[CH:7]=[N:8][C:9]3[C:14](=O)[C:13]([CH3:16])=[CH:12][N:11]([CH2:17][CH2:18][CH3:19])[C:10]=3[N:5]2[CH2:4]1.O=P(Cl)(Cl)[Cl:23]>>[Cl:23][C:14]1[C:9]2[N:8]=[CH:7][C:6]3[N:5]([CH2:4][N:3]([O:2][CH3:1])[CH:20]=3)[C:10]=2[N:11]([CH2:17][CH2:18][CH3:19])[CH2:12][C:13]=1[CH3:16]. Procedure details: 16 g of 8-methoxy-3-methyl-1-propyl-imidazo[1,5-a]pyrido[3,2-e]pyrazine-4-one and 120 ml POCl3 are mixed and heated up to reflux for 8 hours. After cooling to room temperature the reaction mixture is treated with 1200 ml crushed ice/water and stirred for 1 hour. The product is extracted with 2×300 ml dichloromethane. The collected organic layer is washed with 2×300 ml water and dried with Na2SO4. The solvent is removed under reduced pressure. Reactants: CN(C)C(=[N+](C)C)ON1C2=C(C=CC=C2)N=N1.[B-](F)(F)(F)F (TBTU), FC1=CC=C(C=C1)N1[C@@H]([C@H](C1=O)SCC(O)C1=CC=C(C=C1)F)C1=CC=C(OCC(=O)N[C@@H](CCC(N)=O)C(=O)O)C=C1 (N2-{[4-((2R,3R)-1-(4-fluorophenyl)-3-{[2-(4-fluorophenyl)-2-hydroxyethyl]thio}-4-oxoazetidin-2-yl)phenoxy]acetyl}-L-glutamine), Cl.N[C@H](CC1=CC=CC=C1)C(=O)OC(C)(C)C (tert-butyl D-phenylalaninate hydrochloride), CN1CCOCC1 (N-methylmorpholine). Run in C(Cl)Cl (methylene chloride), CS(=O)C (DMSO). Run at time 1 hour. Yields the product FC1=CC=C(C=C1)N1[C@@H]([C@H](C1=O)SCC(O)C1=CC=C(C=C1)F)C1=CC=C(OCC(=O)N[C@@H](CCC(N)=O)C(=O)N[C@H](CC2=CC=CC=C2)C(=O)O)C=C1 (N2-{[4-((2R,3R)-1-(4-fluorophenyl)-3-{[2 (4-fluorophenyl)-2-hydroxyethyl]thio}-4-oxoazetidin-2-yl)phenoxy]acetyl}-L-glutaminyl-D-phenylalanine). As a reaction SMILES: [F:1][C:2]1[CH:7]=[CH:6][C:5]([N:8]2[C:11](=[O:12])[C@H:10]([S:13][CH2:14][CH:15]([C:17]3[CH:22]=[CH:21][C:20]([F:23])=[CH:19][CH:18]=3)[OH:16])[C@H:9]2[C:24]2[CH:43]=[CH:42][C:27]([O:28][CH2:29][C:30]([NH:32][C@H:33]([C:39]([OH:41])=O)[CH2:34][CH2:35][C:36](=[O:38])[NH2:37])=[O:31])=[CH:26][CH:25]=2)=[CH:4][CH:3]=1.Cl.[NH2:45][C@@H:46]([C:54]([O:56]C(C)(C)C)=[O:55])[CH2:47][C:48]1[CH:53]=[CH:52][CH:51]=[CH:50][CH:49]=1.CN1CCOCC1.CN(C(ON1N=NC2C=CC=CC1=2)=[N+](C)C)C.[B-](F)(F)(F)F>C(Cl)Cl.CS(C)=O>[F:1][C:2]1[CH:3]=[CH:4][C:5]([N:8]2[C:11](=[O:12])[C@H:10]([S:13][CH2:14][CH:15]([C:17]3[CH:18]=[CH:19][C:20]([F:23])=[CH:21][CH:22]=3)[OH:16])[C@H:9]2[C:24]2[CH:25]=[CH:26][C:27]([O:28][CH2:29][C:30]([NH:32][C@H:33]([C:39]([NH:45][C@@H:46]([C:54]([OH:56])=[O:55])[CH2:47][C:48]3[CH:53]=[CH:52][CH:51]=[CH:50][CH:49]=3)=[O:41])[CH2:34][CH2:35][C:36](=[O:38])[NH2:37])=[O:31])=[CH:42][CH:43]=2)=[CH:6][CH:7]=1 |f:1.2,4.5|. Procedure: N2-{[4-((2R,3R)-1-(4-fluorophenyl)-3-{[2-(4-fluorophenyl)-2-hydroxyethyl]thio}-4-oxoazetidin-2-yl)phenoxy]acetyl}-L-glutamine (15 mg, 0.0244 mmol), tert-butyl D-phenylalaninate hydrochloride (8 mg, 0.0310 mmol) and N-methylmorpholine (10 mg, 0.099 mmol) were dissolved in methylene chloride (0.5 ml). TBTU (10 mg, 0.0313 mmol) was added and the mixture was stirred for 1 h at room temperature. The solvent was evaporated and the residue was dissolved in formic acid (0.5 ml). The mixture was heated t... RXN SMILES: [Br:31][c:32]1[c:33]([C:34](=[O:35])[Cl:36])[cH:37][cH:38][c:39]([Cl:41])[cH:40]1.[CH:1]1([CH2:7][CH:8]2[N:9]([CH2:14][CH2:15][c:16]3[c:17]([CH3:27])[nH:18][c:19]4[cH:20][cH:21][c:22]([O:25][CH3:26])[cH:23][c:24]34)[CH2:10][CH2:11][CH2:12][CH2:13]2)[CH2:2][CH2:3][CH2:4][CH2:5][CH2:6]1.[H-:28].[Na+:29].[Na:30].[O:42]=[CH:43][N:44]([CH3:45])[CH3:46]>>[CH:1]1([CH2:7][CH:8]2[N:9]([CH2:14][CH2:15][c:16]3[c:17]([CH3:27])[n:18]([C:34]([c:33]4[c:32]([Br:31])[cH:40][c:39]([Cl:41])[cH:38][cH:37]4)=[O:35])[c:19]4[cH:20][cH:21][c:22]([O:25][CH3:26])[cH:23][c:24]34)[CH2:10][CH2:11][CH2:12][CH2:13]2)[CH2:2][CH2:3][CH2:4][CH2:5][CH2:6]1. Reactants: O=C(Cl)c1ccc(Cl)cc1Br, COc1ccc2[nH]c(C)c(CCN3CCCCC3CC3CCCCC3)c2c1, [H-], [Na+], [Na], CN(C)C=O. Yields the product COc1ccc2c(c1)c(CCN1CCCCC1CC1CCCCC1)c(C)n2C(=O)c1ccc(Cl)cc1Br. Starting materials: [Si](C)(C)(C(C)(C)C)OC(CCC(C(NC1=CC=C(C=C1)F)C=1C=C(C#N)C=CC1)C(=O)N1C(OCC1C1=CC=CC=C1)=O)C1=CC=C(C=C1)F (3-[5-(tert-Butyldimethylsilanyloxy)-5-(4-fluorophenyl)-1-(4-fluorophenylamino)-2-(2-oxo-4-phenyloxazolidine-3-carbonyl)pentyl]benzonitrile), C[Si](C)(C)C(C(=O)N)[Si](C)(C)C (bistrimethylsilylacetamide), [F-].C(CCC)[N+](CCCC)(CCCC)CCCC (tetrabutylammonium fluoride), COC(C)(C)C (tert-butyl methyl ether). Solvent: C(C)(=O)O (acetic acid). Conditions: time 10 hour. Yields the product [Si](C)(C)(C(C)(C)C)OC(CCC1C(N(C1=O)C1=CC=C(C=C1)F)C=1C=C(C#N)C=CC1)C1=CC=C(C=C1)F (3-[3-[3-(tert-Butyidimethylsilanyloxy)-3-(4-fluorophenyl)propyl]-1-(4-fluorophenyl)-4-oxoazetidin-2-yl]benzonitrile). RXN SMILES: [Si:1]([O:8][CH:9]([C:44]1[CH:49]=[CH:48][C:47]([F:50])=[CH:46][CH:45]=1)[CH2:10][CH2:11][CH:12]([C:30](N1C(C2C=CC=CC=2)COC1=O)=[O:31])[CH:13]([C:22]1[CH:23]=[C:24]([CH:27]=[CH:28][CH:29]=1)[C:25]#[N:26])[NH:14][C:15]1[CH:20]=[CH:19][C:18]([F:21])=[CH:17][CH:16]=1)([C:4]([CH3:7])([CH3:6])[CH3:5])([CH3:3])[CH3:2].C[Si](C([Si](C)(C)C)C(N)=O)(C)C.[F-].C([N+](CCCC)(CCCC)CCCC)CCC.COC(C)(C)C>C(O)(=O)C>[Si:1]([O:8][CH:9]([C:44]1[CH:45]=[CH:46][C:47]([F:50])=[CH:48][CH:49]=1)[CH2:10][CH2:11][CH:12]1[C:30](=[O:31])[N:14]([C:15]2[CH:16]=[CH:17][C:18]([F:21])=[CH:19][CH:20]=2)[CH:13]1[C:22]1[CH:23]=[C:24]([CH:27]=[CH:28][CH:29]=1)[C:25]#[N:26])([C:4]([CH3:5])([CH3:6])[CH3:7])([CH3:3])[CH3:2] |f:2.3|. Procedure: Under argon, a mixture of 13 g of 3-[5-(tert-butyldimethylsilanyloxy)-5-(4-fluorophenyl)-1-(4-fluorophenylamino)-2-(2-oxo-4-phenyloxazolidine-3-carbonyl)pentyl]benzonitrile 12, 50 ml of bistrimethylsilylacetamide, 0.5 g of tetrabutylammonium fluoride and 100 ml of tert-butyl methyl ether is stirred at room temperature for 10 h. After the reaction has ended, 5 ml of acetic acid are added slowly with ice-cooling, and the mixture is concentrated. The residue is separated by silica gel chromatograph... Product: C(C)OC(=O)C1=NN(C(=C1)CCC)CC1=C(C=C(C=C1)C1=C(C=CC=C1)C(=O)OC(C)(C)C)F (1-(2′-t-butoxycarbonyl-3-fluorobiphenyl-4-ylmethyl)-5-propyl-1H-pyrazole-3-carboxylic acid ethyl ester). The reactants are C(CC)C1=NNC(=C1)C(=O)OCC (Ethyl 3-n-propylpyrazole-5-carboxylate), C(C)(C)(C)OC(=O)C=1C(=CC=CC1)C1=CC(=C(C=C1)CBr)F (4′-bromomethyl-3′-fluorobiphenyl-2-carboxylic acid t-butyl ester), C([O-])([O-])=O.[K+].[K+] (potassium carbonate). Yield: 99.8%. Reported procedure: Ethyl 3-n-propylpyrazole-5-carboxylate (1.05 g, 5.8 mmol), 4′-bromomethyl-3′-fluorobiphenyl-2-carboxylic acid t-butyl ester (2.0 g, 5.8 mmol), and potassium carbonate (1.6 g, 11.5 mmol) were dissolved in DMF (10 mL). The mixture was stirred at 65° C. for 16 hours, then diluted with EtOAc. The organic layer was washed with saturated NaHCO3 and saturated aqueous NaCl, and dried over Na2SO4. The solvent was removed in vacuo and the residue was purified by flash chromatography (EtOAc in hexanes) to ... Solvent: CN(C)C=O (DMF), CCOC(=O)C (EtOAc). RXN SMILES: [CH2:1]([C:4]1[CH:8]=[C:7]([C:9]([O:11][CH2:12][CH3:13])=[O:10])[NH:6][N:5]=1)[CH2:2][CH3:3].[C:14]([O:18][C:19]([C:21]1[C:22]([C:27]2[CH:32]=[CH:31][C:30]([CH2:33]Br)=[C:29]([F:35])[CH:28]=2)=[CH:23][CH:24]=[CH:25][CH:26]=1)=[O:20])([CH3:17])([CH3:16])[CH3:15].C(=O)([O-])[O-].[K+].[K+]>CN(C=O)C.CCOC(C)=O>[CH2:12]([O:11][C:9]([C:7]1[CH:8]=[C:4]([CH2:1][CH2:2][CH3:3])[N:5]([CH2:33][C:30]2[CH:31]=[CH:32][C:27]([C:22]3[CH:23]=[CH:24][CH:25]=[CH:26][C:21]=3[C:19]([O:18][C:14]([CH3:16])([CH3:15])[CH3:17])=[O:20])=[CH:28][C:29]=2[F:35])[N:6]=1)=[O:10])[CH3:13] |f:2.3.4|. Run at temperature 65 celsius, time 16 hour. Starting materials: CC(C)(C)N=C=O, ClCCl, Cl, FC(F)Oc1ccc(C(OC2CNC2)c2ccccc2C(F)(F)F)cc1. The product is CC(C)(C)NC(=O)N1CC(OC(c2ccc(OC(F)F)cc2)c2ccccc2C(F)(F)F)C1. Reaction SMILES: [C:28]([CH3:29])([CH3:30])([CH3:31])[N:32]=[C:33]=[O:34].[Cl:35][CH2:36][Cl:37].[ClH:1].[F:2][C:3]([c:4]1[c:5]([CH:6]([c:7]2[cH:8][cH:9][c:10]([O:13][CH:14]([F:15])[F:16])[cH:11][cH:12]2)[O:17][CH:18]2[CH2:19][NH:20][CH2:21]2)[cH:22][cH:23][cH:24][cH:25]1)([F:26])[F:27]>>[F:2][C:3]([c:4]1[c:5]([CH:6]([c:7]2[cH:8][cH:9][c:10]([O:13][CH:14]([F:15])[F:16])[cH:11][cH:12]2)[O:17][CH:18]2[CH2:19][N:20]([C:33]([NH:32][C:28]([CH3:29])([CH3:30])[CH3:31])=[O:34])[CH2:21]2)[cH:22][cH:23][cH:24][cH:25]1)([F:26])[F:27]. The reactants are FC(C(C)(C)NC(=O)C=1C=2C[C@@H]3[C@H](C2N(N1)C1=NC=CC(=C1)Br)C3)(F)F ((1aR,5aR)-2-(4-bromo-pyridin-2-yl)-1a,2,5,5a-tetrahydro-1H-2,3-diaza-cyclopropa[a]pentalene-4-carboxylic acid (2,2,2-trifluoro-1,1-dimethyl-ethyl)-amide), C(#N)[Zn]C#N (dicyanozinc). Reagents/catalysts: C=1C=CC(=CC1)[P](C=2C=CC=CC2)(C=3C=CC=CC3)[Pd]([P](C=4C=CC=CC4)(C=5C=CC=CC5)C=6C=CC=CC6)([P](C=7C=CC=CC7)(C=8C=CC=CC8)C=9C=CC=CC9)[P](C=1C=CC=CC1)(C=1C=CC=CC1)C=1C=CC=CC1 (tetrakis(triphenylphosphine)palladium). The solvent is CC(=O)N(C)C (DMA). Conditions: temperature 130 celsius. Yields the product FC(C(C)(C)NC(=O)C=1C=2C[C@@H]3[C@H](C2N(N1)C1=NC=CC(=C1)C#N)C3)(F)F ((1aR,5aR)-2-(4-Cyano-pyridin-2-yl)-1a,2,5,5a-tetrahydro-1H-2,3-diaza-cyclopropa[a]pentalene-4-carboxylic Acid (2,2,2-Trifluoro-1,1-dimethyl-ethyl)-amide). The yield is 42.2%. RXN SMILES: [F:1][C:2]([F:26])([F:25])[C:3]([NH:6][C:7]([C:9]1[C:10]2[CH2:11][C@H:12]3[CH2:24][C@H:13]3[C:14]=2[N:15]([C:17]2[CH:22]=[C:21](Br)[CH:20]=[CH:19][N:18]=2)[N:16]=1)=[O:8])([CH3:5])[CH3:4].[C:27]([Zn]C#N)#[N:28]>CC(N(C)C)=O.C1C=CC([P]([Pd]([P](C2C=CC=CC=2)(C2C=CC=CC=2)C2C=CC=CC=2)([P](C2C=CC=CC=2)(C2C=CC=CC=2)C2C=CC=CC=2)[P](C2C=CC=CC=2)(C2C=CC=CC=2)C2C=CC=CC=2)(C2C=CC=CC=2)C2C=CC=CC=2)=CC=1>[F:1][C:2]([F:26])([F:25])[C:3]([NH:6][C:7]([C:9]1[C:10]2[CH2:11][C@H:12]3[CH2:24][C@H:13]3[C:14]=2[N:15]([C:17]2[CH:22]=[C:21]([C:27]#[N:28])[CH:20]=[CH:19][N:18]=2)[N:16]=1)=[O:8])([CH3:5])[CH3:4] |^1:41,43,62,81|. Reported procedure: To a mixture of (1aR,5aR)-2-(4-bromo-pyridin-2-yl)-1a,2,5,5a-tetrahydro-1H-2,3-diaza-cyclopropa[a]pentalene-4-carboxylic acid (2,2,2-trifluoro-1,1-dimethyl-ethyl)-amide (35 mg, 0.082 mmol) and dicyanozinc (19.2 mg, 0.164 mmol) in DMA (2 mL) under nitrogen atmosphere, tetrakis(triphenylphosphine)palladium (9.4 mg, 0.0081 mmol) was added. The reaction was heated in a heavy-walled sealed tube under microwave irradiation at 130° C. for 1 h. The mixture was purified by preparative HPLC to give the ti...